The task is: describe an organic reaction: reactants, conditions, products, and yield. This data is from the Open Reaction Database (ORD), a public repository of structured organic reaction records. Starting materials: S(=O)(Cl)Cl (Thionyl chloride), BrC=1C=C(OCC(=O)O)C=CC1 (3-bromophenoxyacetic acid). The product is BrC=1C=C(OCC(=O)Cl)C=CC1 (3-bromophenoxyacetyl chloride). As a reaction SMILES: S(Cl)([Cl:3])=O.[Br:5][C:6]1[CH:7]=[C:8]([CH:14]=[CH:15][CH:16]=1)[O:9][CH2:10][C:11](O)=[O:12]>>[Br:5][C:6]1[CH:7]=[C:8]([CH:14]=[CH:15][CH:16]=1)[O:9][CH2:10][C:11]([Cl:3])=[O:12]. Procedure: Thionyl chloride (5 ml, 70 mmol) is added at ambient temperature to 3-bromophenoxyacetic acid (5.77 g, 25 mmol). The reaction mixture is brought to reflux for 2 hours. After returning to ambient temperature, it evaporates and the acid chloride is used. The 3-bromophenoxyacetyl chloride previously obtained is dissolved in dichloromethane (150 ml) and added to a solution of aluminum chloride (6.7 g, 50 mmol) in 50 ml of dichloromethane. The reaction medium is stirred at ambient temperature for 30 ... Reactants: CC(=O)O[BH-](OC(C)=O)OC(C)=O, c1ccc(CCC2CCCNC2)cc1, ClCCl, CC(=O)O, CO, NC(=O)c1ccc(Oc2ccc(C=O)cc2)nc1, ClCCCl, [Na+]. Yields the product NC(=O)c1ccc(Oc2ccc(CN3CCCC(CCc4ccccc4)C3)cc2)nc1. Reaction SMILES: [C:33]([O:34][BH-:35]([O:36][C:37](=[O:38])[CH3:39])[O:40][C:41](=[O:42])[CH3:43])(=[O:44])[CH3:45].[CH2:1]([CH2:2][c:3]1[cH:4][cH:5][cH:6][cH:7][cH:8]1)[CH:9]1[CH2:10][NH:11][CH2:12][CH2:13][CH2:14]1.[CH2:57]([Cl:58])[Cl:59].[CH3:47][C:48](=[O:49])[OH:50].[CH3:55][OH:56].[CH:15](=[O:16])[c:17]1[cH:18][cH:19][c:20]([O:21][c:22]2[n:23][cH:24][c:25]([C:26](=[O:27])[NH2:28])[cH:29][cH:30]2)[cH:31][cH:32]1.[Cl:51][CH2:52][CH2:53][Cl:54].[Na+:46]>>[CH2:1]([CH2:2][c:3]1[cH:4][cH:5][cH:6][cH:7][cH:8]1)[CH:9]1[CH2:10][N:11]([CH2:15][c:17]2[cH:18][cH:19][c:20]([O:21][c:22]3[n:23][cH:24][c:25]([C:26](=[O:27])[NH2:28])[cH:29][cH:30]3)[cH:31][cH:32]2)[CH2:12][CH2:13][CH2:14]1. Starting materials: BrC(C=1C(=CC=CC1)C(=O)O)Br (α,α-dibromo-o-toluic acid), C1(=CC=CC=C1)NN (phenylhydrazine). Yields the product C1(=CC=CC=C1)N1C(C2=CC=CC=C2C=N1)=O (2-phenyl-1-phthalazinone). Isolated yield 30.1%. As a reaction SMILES: Br[CH:2](Br)[C:3]1[C:4]([C:9]([OH:11])=O)=[CH:5][CH:6]=[CH:7][CH:8]=1.[C:13]1([NH:19][NH2:20])[CH:18]=[CH:17][CH:16]=[CH:15][CH:14]=1>>[C:13]1([N:19]2[N:20]=[CH:2][C:3]3[C:4](=[CH:5][CH:6]=[CH:7][CH:8]=3)[C:9]2=[O:11])[CH:18]=[CH:17][CH:16]=[CH:15][CH:14]=1. Procedure details: α,α-dibromo-o-toluic acid (29.4 g) and phenylhydrazine (34.6 g) were allowed to react as in Example 4. There was obtaoined 6.7 g (yield: 30%) of 2-phenyl-1-phthalazinone having a melting poin of 104°-105° C. The reactants are COc1ccccc1CC(=O)O, Cl, COc1ccccc1C1(O)CCC(c2ccccc2)(c2ccccc2)C2CNCC21. The product is COc1ccccc1CC(=O)N1CC2C(C1)C(c1ccccc1)(c1ccccc1)CCC2(O)c1ccccc1OC. Reaction SMILES: [CH3:32][O:33][c:34]1[c:35]([CH2:40][C:41](=[O:42])[OH:43])[cH:36][cH:37][cH:38][cH:39]1.[ClH:1].[c:2]1([C:8]2([c:26]3[cH:27][cH:28][cH:29][cH:30][cH:31]3)[CH2:9][CH2:10][C:11]([OH:17])([c:18]3[c:19]([O:24][CH3:25])[cH:20][cH:21][cH:22][cH:23]3)[CH:12]3[CH2:13][NH:14][CH2:15][CH:16]23)[cH:3][cH:4][cH:5][cH:6][cH:7]1>>[c:2]1([C:8]2([c:26]3[cH:27][cH:28][cH:29][cH:30][cH:31]3)[CH2:9][CH2:10][C:11]([OH:17])([c:18]3[c:19]([O:24][CH3:25])[cH:20][cH:21][cH:22][cH:23]3)[CH:12]3[CH2:13][N:14]([C:41]([CH2:40][c:35]4[c:34]([O:33][CH3:32])[cH:39][cH:38][cH:37][cH:36]4)=[O:42])[CH2:15][CH:16]23)[cH:3][cH:4][cH:5][cH:6][cH:7]1. Starting materials: C(CC(O)(C(=O)O)CC(=O)O)(=O)O (citric acid), [H-].[Na+] (Sodium hydride), C1(CCC1)OC[C@@H](C(=O)NC1=NC=C(N=C1)C)O ((S)-3-cyclobutoxy-2-hydroxy-N-(5-methylpyrazin-2-yl)propanamide), ClC1=C2C(=NC=N1)N(N=C2)C=2C(=NC=CC2)C (4-chloro-1-(2-methylpyridin-3-yl)-1H-pyrazolo[3,4-d]pyrimidine), ClC1=C2C(=NC=N1)N(N=C2)C=2C(=NC=CC2)C (4-chloro-1-(2-methylpyridin-3-yl)-1H-pyrazolo[3,4-d]pyrimidine). Run in C1CCOC1 (THF). Conditions: temperature 0 celsius, time 10 minute. Product: C1(CCC1)OC[C@@H](C(=O)NC1=NC=C(N=C1)C)OC1=C2C(=NC=N1)N(N=C2)C=2C(=NC=CC2)C ((2S)-3-cyclobutoxy-N-(5-methylpyrazin-2-yl)-2-(1-(2-methylpyridin-3-yl)-1H-pyrazolo[3,4-d]pyrimidin-4-yloxy)propanamide). Yield: 41.3%. As a reaction SMILES: [H-].[Na+].[CH:3]1([O:7][CH2:8][C@H:9]([OH:20])[C:10]([NH:12][C:13]2[CH:18]=[N:17][C:16]([CH3:19])=[CH:15][N:14]=2)=[O:11])[CH2:6][CH2:5][CH2:4]1.Cl[C:22]1[N:27]=[CH:26][N:25]=[C:24]2[N:28]([C:31]3[C:32]([CH3:37])=[N:33][CH:34]=[CH:35][CH:36]=3)[N:29]=[CH:30][C:23]=12.C(O)(=O)CC(CC(O)=O)(C(O)=O)O>C1COCC1>[CH:3]1([O:7][CH2:8][C@H:9]([O:20][C:22]2[N:27]=[CH:26][N:25]=[C:24]3[N:28]([C:31]4[C:32]([CH3:37])=[N:33][CH:34]=[CH:35][CH:36]=4)[N:29]=[CH:30][C:23]=23)[C:10]([NH:12][C:13]2[CH:18]=[N:17][C:16]([CH3:19])=[CH:15][N:14]=2)=[O:11])[CH2:6][CH2:5][CH2:4]1 |f:0.1|. Procedure details: Sodium hydride (19.54 mg, 0.49 mmol) was added to (S)-3-cyclobutoxy-2-hydroxy-N-(5-methylpyrazin-2-yl)propanamide (Intermediate R1) (102 mg, 0.41 mmol) in anhydrous THF (5 mL) at 0° C. under nitrogen. The resulting solution was stirred at 0° C. for 10 minutes and then 4-chloro-1-(2-methylpyridin-3-yl)-1H-pyrazolo[3,4-d]pyrimidine (Intermediate V5) (100 mg, 0.41 mmol) was added. The reaction mixture was allowed to warm to room temperature and stirred for 1 hour. The reaction mixture was neutralis... The reactants are OCCCBr, O=C([O-])[O-], CC#N, Oc1ccc(OC(F)(F)F)cc1Cl, [K+], [K+]. Yields the product OCCCOc1ccc(OC(F)(F)F)cc1Cl. RXN SMILES: [Br:14][CH2:15][CH2:16][CH2:17][OH:18].[C:19](=[O:20])([O-:21])[O-:22].[CH3:25][C:26]#[N:27].[Cl:1][c:2]1[c:3]([OH:13])[cH:4][cH:5][c:6]([O:8][C:9]([F:10])([F:11])[F:12])[cH:7]1.[K+:23].[K+:24]>>[Cl:1][c:2]1[c:3]([O:13][CH2:15][CH2:16][CH2:17][OH:18])[cH:4][cH:5][c:6]([O:8][C:9]([F:10])([F:11])[F:12])[cH:7]1. Starting materials: [OH-].[K+] (KOH), [K] (potassium), ClC1=CC=C(CS)C=C1 (4-chlorobenzyl mercaptan), C(=S)=S (carbon disulfide), ClC1=CC=C(CSC(S)=S)C=C1 (p-chlorobenzyl trithiocarbonic acid). Reagents/catalysts: S([O-])(O)(=O)=O.C(CCC)[N+](CCCC)(CCCC)CCCC (tetrabutylammonium bisulfate). The solvent is C1(=CC=CC=C1)C (toluene), O (water), O (water). Reaction conditions: temperature 18 celsius, time 0.5 hour. The product is C(SCC1=CC=C(C=C1)Cl)([S-])=S.[K+] (Potassium p-Chlorobenzyl Trithiocarbonate). Reaction SMILES: [OH-].[K+:2].ClC1C=CC(CS)=CC=1.C(=S)=S.[K].[Cl:16][C:17]1[CH:27]=[CH:26][C:20]([CH2:21][S:22][C:23](=[S:25])[SH:24])=[CH:19][CH:18]=1>S(=O)(=O)(O)[O-].C([N+](CCCC)(CCCC)CCCC)CCC.O.C1(C)C=CC=CC=1>[C:23](=[S:24])([S-:25])[S:22][CH2:21][C:20]1[CH:19]=[CH:18][C:17]([Cl:16])=[CH:27][CH:26]=1.[K+:2] |f:0.1,6.7,10.11,^1:14|. Reported procedure: To a flask containing 100 ml of water and 13.0 g (200 mmol) of 86.4% KOH is added 26.4 ml (31.7 g, 200 mmol) of 4-chlorobenzyl mercaptan at 20° C. Then 100 ml of toluene and 100 mg of tetrabutylammonium bisulfate, a phase transfer catalyst, is added and the reaction mixture stirred for 0.5 hours. The reaction mixture is cooled to 18° C. and 26.6 ml (220 mmol) of carbon disulfide is added. After stirring for 0.5 hours, the yellow color of the water layer indicates the formation of the potassium s...